From a dataset of the Open Reaction Database (ORD), a public repository of structured organic reaction records. describe an organic reaction: reactants, conditions, products, and yield Product: Nc1ccc(C2CCS(=O)(=O)CC2)cc1Br. Starting materials: O=C1CCC(=O)N1Br, CCOC(C)=O, CO, ClCCl, ClCCl, Nc1ccc(C2CCS(=O)(=O)CC2)cc1. Reaction SMILES: [Br:16][N:17]1[C:18](=[O:19])[CH2:20][CH2:21][C:22]1=[O:23].[CH3:24][CH2:25][O:26][C:27]([CH3:28])=[O:29].[CH3:33][OH:34].[Cl:30][CH2:31][Cl:32].[Cl:35][CH2:36][Cl:37].[O:1]=[S:2]1(=[O:15])[CH2:3][CH2:4][CH:5]([c:8]2[cH:9][cH:10][c:11]([NH2:14])[cH:12][cH:13]2)[CH2:6][CH2:7]1>>[O:1]=[S:2]1(=[O:15])[CH2:3][CH2:4][CH:5]([c:8]2[cH:9][cH:10][c:11]([NH2:14])[c:12]([Br:16])[cH:13]2)[CH2:6][CH2:7]1. The reactants are Cl (HCl), hydrochloride salt, COC=1C=C(C=C(C1OC)OC)C(CC(CCCC1=CC=CC=C1)NC([C@H]1NCCC1)=O)=O (L-proline, 1-[2-(3,4,5-trimethoxyphenyl)-2-oxoethyl] 4-phenylbutylamide). RXN SMILES: [ClH:1].[CH3:2][O:3][C:4]1[CH:5]=[C:6]([C:14](=[O:34])[CH2:15][CH:16]([NH:26][C:27](=[O:33])[C@@H:28]2[CH2:32][CH2:31][CH2:30][NH:29]2)[CH2:17][CH2:18][CH2:19][C:20]2[CH:25]=[CH:24][CH:23]=[CH:22][CH:21]=2)[CH:7]=[C:8]([O:12][CH3:13])[C:9]=1[O:10][CH3:11]>CCOCC>[ClH:1].[CH3:13][O:12][C:8]1[CH:7]=[C:6]([C:14](=[O:34])[CH2:15][CH:16]([NH:26][C:27](=[O:33])[C@@H:28]2[CH2:32][CH2:31][CH2:30][NH:29]2)[CH2:17][CH2:18][CH2:19][C:20]2[CH:21]=[CH:22][CH:23]=[CH:24][CH:25]=2)[CH:5]=[C:4]([O:3][CH3:2])[C:9]=1[O:10][CH3:11] |f:3.4|. Reported procedure: Following the procedure described in Example 120, the coupling of N-[2-(3,4,5-trimethoxyphenyl)-2-oxoethyl]-L-proline hydrochloride (300 mg, 0.83 mmol) and 4-phenylbutylamine (0.39 mL, 2.5 mmol) provided, after treatment with HCl in Et2O, 170 mg of the hydrochloride salt of L-proline, 1-[2-(3,4,5-trimethoxyphenyl)-2-oxoethyl] 4-phenylbutylamide as a powder. The product is Cl.COC=1C=C(C=C(C1OC)OC)C(CC(CCCC1=CC=CC=C1)NC([C@H]1NCCC1)=O)=O (L-Proline, 1-[2-(3,4,5-Trimethoxyphenyl)-2-Oxoethyl] 4-Phenylbutylamide Hydrochloride). The solvent is CCOCC (Et2O). Reactants: C([O-])([O-])=O.[K+].[K+] (potassium carbonate), C(C)(=O)O[C@@H]1CN(C[C@H]1NC(=O)OCC1=CC=CC=C1)C(=O)OC(C)(C)C (t-Butyl (3R,4R)-3-acetoxy-4-benzyloxycarbonylaminopyrrolidine-1-carboxylate), O (Water). Run in CO (methanol). Conditions: time 8 hour. The product is C(C1=CC=CC=C1)OC(=O)N[C@@H]1CN(C[C@H]1O)C(=O)OC(C)(C)C (t-butyl (3R,4R)-3-benzyloxycarbonylamino-4-hydroxypyrrolidine-1-carboxylate). Isolated yield 91.7%. Reaction SMILES: C([O:4][C@H:5]1[C@H:9]([NH:10][C:11]([O:13][CH2:14][C:15]2[CH:20]=[CH:19][CH:18]=[CH:17][CH:16]=2)=[O:12])[CH2:8][N:7]([C:21]([O:23][C:24]([CH3:27])([CH3:26])[CH3:25])=[O:22])[CH2:6]1)(=O)C.C(=O)([O-])[O-].[K+].[K+].O>CO>[CH2:14]([O:13][C:11]([NH:10][C@H:9]1[C@H:5]([OH:4])[CH2:6][N:7]([C:21]([O:23][C:24]([CH3:27])([CH3:26])[CH3:25])=[O:22])[CH2:8]1)=[O:12])[C:15]1[CH:16]=[CH:17][CH:18]=[CH:19][CH:20]=1 |f:1.2.3|. Procedure details: t-Butyl (3R,4R)-3-acetoxy-4-benzyloxycarbonylaminopyrrolidine-1-carboxylate (27 g) was dissolved in methanol (350 mL), followed by addition of potassium carbonate (16 g) with ice cooling, and the mixture was stirred overnight at room temperature. Water was added, and then the mixture was extracted with ethyl acetate. The organic layer was dried with anhydrous magnesium sulfate and then concentrated under reduced pressure. The residue was purified by silica gel column chromatography (hexane/ethyl... Starting materials: ClC1=C(C(=O)Cl)C=C(C=C1)Cl (2,5-dichlorobenzoyl chloride), 49, 21, [OH-].[Na+] (sodium hydroxide), 29, Cl.ClCCN (2-chloroethanamine hydrochloride), [OH-].[Na+] (sodium hydroxide), C(O)([O-])=O.[Na+] (sodium hydrogen carbonate). Run in ClC(Cl)Cl (trichloromethane), O (water), O (water). Reaction conditions: temperature 90 celsius, time 30 minute. The product is 62, ClC1=C(C(=O)N2CC2)C=C(C=C1)Cl (1-(2,5-dichlorobenzoyl)-aziridine). RXN SMILES: [OH-].[Na+].Cl.Cl[CH2:5][CH2:6][NH2:7].C(=O)([O-])O.[Na+].[Cl:13][C:14]1[CH:22]=[CH:21][C:20]([Cl:23])=[CH:19][C:15]=1[C:16](Cl)=[O:17]>ClC(Cl)Cl.O>[Cl:13][C:14]1[CH:22]=[CH:21][C:20]([Cl:23])=[CH:19][C:15]=1[C:16]([N:7]1[CH2:6][CH2:5]1)=[O:17] |f:0.1,2.3,4.5|. Procedure: To a stirred solution of 21 parts of sodium hydroxide in 75 parts of water is added a solution of 29 parts of 2-chloroethanamine hydrochloride in 75 parts of water. The whole is stirred and heated for 10 minutes at 90° C. After cooling to 0° C, 19 parts of sodium hydrogen carbonate are added. While stirring vigorously, there is added dropwise, during a 45 minutes-period, a solution of 49 parts of 2,5-dichlorobenzoyl chloride in 75 parts of trichloromethane at a temperature below 0° C. Upon compl... Starting materials: O=C1CCC(=O)N1Br, ClCCl, CCS(=O)(=O)c1ccc(C(CC2CCCC2)C(=O)O)cc1, Nc1ccccn1, c1ccc(P(c2ccccc2)c2ccccc2)cc1. Yields the product CCS(=O)(=O)c1ccc(C(CC2CCCC2)C(=O)Nc2ccccn2)cc1. Reaction SMILES: [Br:20][N:21]1[C:22](=[O:23])[CH2:24][CH2:25][C:26]1=[O:27].[CH2:56]([Cl:57])[Cl:58].[CH:28]1([CH2:33][CH:34]([C:35](=[O:36])[OH:37])[c:38]2[cH:39][cH:40][c:41]([S:44](=[O:45])(=[O:46])[CH2:47][CH3:48])[cH:42][cH:43]2)[CH2:29][CH2:30][CH2:31][CH2:32]1.[NH2:49][c:50]1[n:51][cH:52][cH:53][cH:54][cH:55]1.[c:1]1([P:2]([c:3]2[cH:4][cH:5][cH:6][cH:7][cH:8]2)[c:9]2[cH:10][cH:11][cH:12][cH:13][cH:14]2)[cH:15][cH:16][cH:17][cH:18][cH:19]1>>[CH:28]1([CH2:33][CH:34]([C:35](=[O:37])[NH:49][c:50]2[n:51][cH:52][cH:53][cH:54][cH:55]2)[c:38]2[cH:39][cH:40][c:41]([S:44](=[O:45])(=[O:46])[CH2:47][CH3:48])[cH:42][cH:43]2)[CH2:29][CH2:30][CH2:31][CH2:32]1. The reactants are C(C1=CC=CC=C1)N1CCC(=CC1)CCC=1OC=CC1 (1-benzyl-4-(2-[furan-2-yl]ethyl)-1,2,3,6-tetrahydropyridine), ClC(C)OC(=O)Cl (1-chloroethylchloroformate). The solvent is ClCCl (dichloromethane). Run at temperature 0 celsius, time 1 hour. The product is O1C(=CC=C1)CCC1CCNCC1 (4-(2-[Furan-2-yl]ethyl)-1,2,3,5-tetrahydropyridine). Isolated yield 71.1%. As a reaction SMILES: C([N:8]1[CH2:13][CH:12]=[C:11]([CH2:14][CH2:15][C:16]2[O:17][CH:18]=[CH:19][CH:20]=2)[CH2:10][CH2:9]1)C1C=CC=CC=1.ClC(OC(Cl)=O)C>ClCCl>[O:17]1[CH:18]=[CH:19][CH:20]=[C:16]1[CH2:15][CH2:14][CH:11]1[CH2:10][CH2:9][NH:8][CH2:13][CH2:12]1. Procedure: A cooled (0° C.) solution of 1-benzyl-4-(2-[furan-2-yl]ethyl)-1,2,3,6-tetrahydropyridine (1.8 g, 6.8 mmol) in anhydrous dichloromethane (20 ml) was treated with 1-chloroethylchloroformate (0.95 ml, 8.8 mmol) dropwise. The mixture was stirred for 1 hr at 0° C. The solvent was evaporated and the residue dissolved in methanol (60 ml). This solution was heated at reflux for one hour whereupon the solvent was evaporated. The residue was partitioned between dichloromethane and saturated aqueous potass... Reactants: CCOC(=O)Cn1nc(C(C)(C)C)cc1NC(=O)Oc1ccccc1, C1CCOC1, COc1cc2ncnc(Oc3cccc(N)c3)c2cc1OC, CCN(C(C)C)C(C)C. Product: CCOC(=O)Cn1nc(C(C)(C)C)cc1NC(=O)Nc1cccc(Oc2ncnc3cc(OC)c(OC)cc23)c1. As a reaction SMILES: [C:1]([CH3:2])([CH3:3])([CH3:4])[c:5]1[n:6][n:7]([CH2:20][C:21](=[O:22])[O:23][CH2:24][CH3:25])[c:8]([NH:10][C:11]([O:13][c:12]2[cH:14][cH:15][cH:16][cH:17][cH:18]2)=[O:19])[cH:9]1.[CH2:57]1[O:58][CH2:59][CH2:60][CH2:61]1.[CH3:26][O:27][c:28]1[cH:29][c:30]2[c:31]([O:40][c:41]3[cH:42][c:43]([NH2:44])[cH:45][cH:46][cH:47]3)[n:32][cH:33][n:34][c:35]2[cH:36][c:37]1[O:38][CH3:39].[CH:48]([N:49]([CH2:50][CH3:51])[CH:52]([CH3:53])[CH3:54])([CH3:55])[CH3:56]>>[C:1]([CH3:2])([CH3:3])([CH3:4])[c:5]1[n:6][n:7]([CH2:20][C:21](=[O:22])[O:23][CH2:24][CH3:25])[c:8]([NH:10][C:11](=[O:13])[NH:44][c:43]2[cH:42][c:41]([O:40][c:31]3[c:30]4[cH:29][c:28]([O:27][CH3:26])[c:37]([O:38][CH3:39])[cH:36][c:35]4[n:34][cH:33][n:32]3)[cH:47][cH:46][cH:45]2)[cH:9]1.